This data is from the Open Reaction Database (ORD), a public repository of structured organic reaction records. The task is: describe an organic reaction: reactants, conditions, products, and yield The reactants are C(C(=O)C1=CC=CC=C1)CNC1=C(N(C2=CC(=CC(=C12)Cl)Cl)C(=O)OC(C)(C)C)C(=O)OCC (3-[(phenacyl)methylamino]-2-carbethoxy-4,6-dichloro-1-(tert-butyloxycarbonyl)-indole), FC(C(=O)O)(F)F (trifluoroacetic acid). Run in C(Cl)Cl (methylene chloride). Yields the product C(C(=O)C1=CC=CC=C1)CNC1=C(NC2=CC(=CC(=C12)Cl)Cl)C(=O)OCC (3-[(Phenacyl)methylamino]-2-carbethoxy-4,6-dichloroindole). Isolated yield 77.9%. As a reaction SMILES: [CH2:1]([CH2:10][NH:11][C:12]1[C:20]2[C:15](=[CH:16][C:17]([Cl:22])=[CH:18][C:19]=2[Cl:21])[N:14](C(OC(C)(C)C)=O)[C:13]=1[C:30]([O:32][CH2:33][CH3:34])=[O:31])[C:2]([C:4]1[CH:9]=[CH:8][CH:7]=[CH:6][CH:5]=1)=[O:3].FC(F)(F)C(O)=O>C(Cl)Cl>[CH2:1]([CH2:10][NH:11][C:12]1[C:20]2[C:15](=[CH:16][C:17]([Cl:22])=[CH:18][C:19]=2[Cl:21])[NH:14][C:13]=1[C:30]([O:32][CH2:33][CH3:34])=[O:31])[C:2]([C:4]1[CH:9]=[CH:8][CH:7]=[CH:6][CH:5]=1)=[O:3]. Reported procedure: Dissolve 3-[(phenacyl)methylamino]-2-carbethoxy-4,6-dichloro-1-(tert-butyloxycarbonyl)-indole (2.8 g, 5.7 mmol) in methylene chloride (5 mL). Add trifluoroacetic acid (5 mL) and stir for 1 hour. Evaporate to dryness in vacuo and recrystallize the residue (ethyl acetate/hexane) to give the title compound as white needles (1.8 g, 82%); mp 195°-97° C. Starting materials: O (water), C(CO)O (Ethylene glycol), C1(=CC=C(C=C1)S(=O)(=O)O)C (p-toluenesulfonic acid), C(#N)C1(CCC(CC1)=O)C=1SC=CC1 (4-cyano-4-(thiophen-2-yl)cyclohexanone). Solvent: C1=CC=CC=C1 (benzene). Product: C(#N)C1(CCC2(OCCO2)CC1)C=1SC=CC1 (8-cyano-8-(thiophen-2-yl)-1,4-dioxaspiro[4.5]decane). As a reaction SMILES: [CH2:1]([OH:4])[CH2:2][OH:3].C1(C)C=CC(S(O)(=O)=O)=CC=1.[C:16]([C:18]1([C:25]2[S:26][CH:27]=[CH:28][CH:29]=2)[CH2:23][CH2:22][C:21](=O)[CH2:20][CH2:19]1)#[N:17].O>C1C=CC=CC=1>[C:16]([C:18]1([C:25]2[S:26][CH:27]=[CH:28][CH:29]=2)[CH2:19][CH2:20][C:21]2([O:4][CH2:1][CH2:2][O:3]2)[CH2:22][CH2:23]1)#[N:17]. Reported procedure: Ethylene glycol (9.08 g) and p-toluenesulfonic acid (0.0139 g) were added to a solution of 4-cyano-4-(thiophen-2-yl)cyclohexanone (15 g) in benzene (120 ml) and the reaction mixture was boiled under reflux for 4 hours at 110° C. on a water separator (Dean-Stark apparatus). The reaction mixture was cooled to RT and the organic phase was washed with aqueous sodium bicarbonate solution (1×150 ml), water (1×150 ml) and saturated NaCl solution (1×150 ml). After drying over Na2SO4, the solvents were r...